Task: describe an organic reaction: reactants, conditions, products, and yield. Dataset: the Open Reaction Database (ORD), a public repository of structured organic reaction records Starting materials: N(=O)[O-].[Na+] (Sodium nitrite), NC=1C=C(C(=O)OC)C=CC1[C@@H](C)NC(C)=O (methyl (R)-3-amino-4-(1-acetamidoethyl)benzoate), N1=CC=CC=C1.F (hydrogen fluoride-pyridine), ice water. Reaction conditions: time 1 hour. Product: C(C)(=O)N[C@H](C)C1=C(C=C(C(=O)OC)C=C1)F (methyl (R)-4-(1-acetamidoethyl)-3-fluorobenzoate). RXN SMILES: N([O-])=O.[Na+].N[C:6]1[CH:7]=[C:8]([CH:13]=[CH:14][C:15]=1[C@H:16]([NH:18][C:19](=[O:21])[CH3:20])[CH3:17])[C:9]([O:11][CH3:12])=[O:10].N1C=CC=CC=1.[FH:28]>>[C:19]([NH:18][C@@H:16]([C:15]1[CH:14]=[CH:13][C:8]([C:9]([O:11][CH3:12])=[O:10])=[CH:7][C:6]=1[F:28])[CH3:17])(=[O:21])[CH3:20] |f:0.1,3.4|. Reported procedure: Sodium nitrite (640 mg) was added to a solution of methyl (R)-3-amino-4-(1-acetamidoethyl)benzoate (2 g) in hydrogen fluoride-pyridine (20 ml) under ice-cooling, and the mixture was stirred at room temperature for 1 hour. After the reaction, the reaction mixture was poured into ice water and extracted with chloroform. The extract was washed with water, dried and concentrated. The obtained residue was purified by silica gel column chromatography (chloroform:methanol=50:1) to give 690 mg of methyl... Starting materials: O1C(=CC2=C1C=CC=C2)C2=CSC=1N=CN=C(C12)OC1CCC(CC1)N(C(OC(C)(C)C)=O)C (tert-butyl N-(4-[[5-(1-benzofuran-2-yl)thieno[2,3-d]pyrimidin-4-yl]oxy]cyclohexyl)-N-methylcarbamate), Cl (hydrochloric acid), C([O-])([O-])=O.[Na+].[Na+] (sodium carbonate). The solvent is ClCCl (dichloromethane). Reaction conditions: time 1 hour. Yields the product O1C(=CC2=C1C=CC=C2)C2=CSC=1N=CN=C(C12)OC1CCC(CC1)NC (4-[[5-(1-benzofuran-2-yl)thieno[2,3-d]pyrimidin-4-yl]oxy]-N-methylcyclohexan-1-amine). The yield is 81.1%. RXN SMILES: [O:1]1[C:5]2[CH:6]=[CH:7][CH:8]=[CH:9][C:4]=2[CH:3]=[C:2]1[C:10]1[C:18]2[C:17]([O:19][CH:20]3[CH2:25][CH2:24][CH:23]([N:26](C)[C:27](=O)OC(C)(C)C)[CH2:22][CH2:21]3)=[N:16][CH:15]=[N:14][C:13]=2[S:12][CH:11]=1.Cl.C(=O)([O-])[O-].[Na+].[Na+]>ClCCl>[O:1]1[C:5]2[CH:6]=[CH:7][CH:8]=[CH:9][C:4]=2[CH:3]=[C:2]1[C:10]1[C:18]2[C:17]([O:19][CH:20]3[CH2:21][CH2:22][CH:23]([NH:26][CH3:27])[CH2:24][CH2:25]3)=[N:16][CH:15]=[N:14][C:13]=2[S:12][CH:11]=1 |f:2.3.4|. Reported procedure: A solution of tert-butyl N-(4-[[5-(1-benzofuran-2-yl)thieno[2,3-d]pyrimidin-4-yl]oxy]cyclohexyl)-N-methylcarbamate (60 mg, 0.13 mmol, 1.00 equiv) in dichloromethane (5 mL) was added hydrochloric acid (1 mL, 12 M) at 0° C. and stirred for 1 h at room temperature. The pH value of the solution was adjusted to 9 with sodium carbonate (sat.) and extracted with 3×20 mL of dichloromethane. The organic layer was washed with brine, dried over anhydrous sodium sulfate and concentrated under vacuum to give... The reactants are [N+](=O)(O)[O-].[N+](=O)([O-])C=1C=C(C=CC1)NC(=N)N (N-(3-nitro-phenyl)-guanidine nitrate), C(C)NC=1SC(=C(N1)C)C(C)=O (1-(2-ethylamino-4-methyl-thiazol-5-yl)-ethanone), ClC(C(C)=O)C(C)=O (3-chloro-pentane-2,4-dione). Product: 3-Dimethylamino-1-(2-ethylamino-4-methyl-thiazol-5-yl)-propenone, C(C)NC=1SC(=C(N1)C)C1=NC(=NC=C1)NC1=CC(=CC=C1)[N+](=O)[O-] ([4-(2-Ethylamino-4-methyl-thiazol-5-yl)-pyrimidin-2-yl]-(3-nitro-phenyl)-amine). Reaction SMILES: [CH2:1]([NH:3][C:4]1[S:5][C:6]([C:10](=O)[CH3:11])=[C:7]([CH3:9])[N:8]=1)[CH3:2].Cl[CH:14](C(=O)C)C(=O)C.[N+]([O-])(O)=O.[N+:25]([C:28]1[CH:29]=[C:30]([NH:34][C:35]([NH2:37])=[NH:36])[CH:31]=[CH:32][CH:33]=1)([O-:27])=[O:26]>>[CH2:1]([NH:3][C:4]1[S:5][C:6]([C:10]2[CH:11]=[CH:14][N:37]=[C:35]([NH:34][C:30]3[CH:31]=[CH:32][CH:33]=[C:28]([N+:25]([O-:27])=[O:26])[CH:29]=3)[N:36]=2)=[C:7]([CH3:9])[N:8]=1)[CH3:2] |f:2.3|. Procedure details: 3-Dimethylamino-1-(2-ethylamino-4-methyl-thiazol-5-yl)-propenone was prepared by reaction between 1-(2-ethylamino-4-methyl-thiazol-5-yl)-ethanone and 3-chloro-pentane-2,4-dione. It was then condensed with N-(3-nitro-phenyl)-guanidine nitrate in the usual manner to afford the title compound. Yellow solid; 1H-NMR (DMSO-d6) δ: 1.14 (m, 3H, CH3), 2.47 (s, 3H, CH3), 3.23 (m, 2H, CH2), 6.99 (d, 1H, J=5.0 Hz, pyrimidinyl-H), 7.55 (m, 1H, Ph-H), 7.77 (m, 1H, Ph-H), 8.02 (m, 1H, Ph-H), 8.39 (d, 1H, J=5.0... Yield: 60.6%. Reactants: CC1(C(=O)OC(C1)=O)C (2,2-Dimethylsuccinic anhydride), C(C)N1CCN(CC1)C(=O)[C@H]1C([C@H](C1)NC(=O)[C@]12[C@@H]([C@H]3CC[C@@H]4[C@]5(CC[C@@H](C([C@@H]5CC[C@]4([C@@]3(CC1)C)C)(C)C)O)C)[C@@H](CC2)C(=C)C)(C)C ((1R,3aS,5aR,5bR,7aR,9S,11aR,11bR,13aR,13bR)-N-((1S,3R)-3-(4-ethylpiperazine-1-carbonyl)-2,2-dimethylcyclobutyl)-9-hydroxy-5a,5b,8,8,11a-pentamethyl-1-(prop-1-en-2-yl)icosahydro-1H-cyclopenta[a]chrysene-3a-carboxamide). Reaction SMILES: [CH3:1][C:2]1([CH3:9])[CH2:7][C:6](=[O:8])[O:5][C:3]1=[O:4].[CH2:10]([N:12]1[CH2:17][CH2:16][N:15]([C:18]([C@@H:20]2[CH2:23][C@H:22]([NH:24][C:25]([C@:27]34[CH2:53][CH2:52][C@@H:51]([C:54]([CH3:56])=[CH2:55])[C@@H:28]3[C@@H:29]3[C@@:42]([CH3:45])([CH2:43][CH2:44]4)[C@@:41]4([CH3:46])[C@@H:32]([C@:33]5([CH3:50])[C@@H:38]([CH2:39][CH2:40]4)[C:37]([CH3:48])([CH3:47])[C@@H:36]([OH:49])[CH2:35][CH2:34]5)[CH2:31][CH2:30]3)=[O:26])[C:21]2([CH3:58])[CH3:57])=[O:19])[CH2:14][CH2:13]1)[CH3:11]>CN(C1C=CN=CC=1)C.N1C=CC=CC=1.CCOC(C)=O>[CH2:10]([N:12]1[CH2:17][CH2:16][N:15]([C:18]([C@@H:20]2[CH2:23][C@H:22]([NH:24][C:25]([C@:27]34[CH2:53][CH2:52][C@@H:51]([C:54]([CH3:56])=[CH2:55])[C@@H:28]3[C@@H:29]3[C@@:42]([CH3:45])([CH2:43][CH2:44]4)[C@@:41]4([CH3:46])[C@@H:32]([C@:33]5([CH3:50])[C@@H:38]([CH2:39][CH2:40]4)[C:37]([CH3:47])([CH3:48])[C@@H:36]([O:49][C:6](=[O:8])[CH2:7][C:2]([CH3:9])([CH3:1])[C:3]([OH:5])=[O:4])[CH2:35][CH2:34]5)[CH2:31][CH2:30]3)=[O:26])[C:21]2([CH3:57])[CH3:58])=[O:19])[CH2:14][CH2:13]1)[CH3:11]. Procedure: 2,2-Dimethylsuccinic anhydride (238 mg) was added to a stirred solution of (1R,3aS,5aR,5bR,7aR,9S,11aR,11bR,13aR,13bR)-N-((1S,3R)-3-(4-ethylpiperazine-1-carbonyl)-2,2-dimethylcyclobutyl)-9-hydroxy-5a,5b,8,8,11a-pentamethyl-1-(prop-1-en-2-yl)icosahydro-1H-cyclopenta[a]chrysene-3a-carboxamide (Example 67, 125 mg) and DMAP (45 mg) in dry pyridine (10 mL) at room temperature. After addition, the reaction mixture was refluxed for 14 hours. After completion of the reaction (monitored by TLC), it was d... Yields the product C(C)N1CCN(CC1)C(=O)[C@H]1C([C@H](C1)NC(=O)[C@]12[C@@H]([C@H]3CC[C@@H]4[C@]5(CC[C@@H](C([C@@H]5CC[C@]4([C@@]3(CC1)C)C)(C)C)OC(CC(C(=O)O)(C)C)=O)C)[C@@H](CC2)C(=C)C)(C)C (4-((1R,3aS,5aR,5bR,7aR,9S,11aR,11bR,13aR,13bR)-3a-((1S,3R)-3-(4-ethylpiperazine-1-carbonyl)-2,2-dimethylcyclobutylcarbamoyl)-5a,5b,8,8,11a-pentamethyl-1-(prop-1-en-2-yl)icosahydro-1H-cyclopenta[a]chrysen-9-yloxy)-2,2-dimethyl-4-oxobutanoic acid). The solvent is N1=CC=CC=C1 (pyridine), CCOC(=O)C (EtOAc). Reagents/catalysts: CN(C)C=1C=CN=CC1 (DMAP). Starting materials: [N+](=O)([O-])C1=CC=C(C=NNC=2N=NC(=CC2)Cl)C=C1 (4-nitrobenzylidene-(6-chloro-3-pyridazinyl)-hydrazine), N1CCOCC1 (morpholine). Solvent: CN(P(N(C)C)(N(C)C)=O)C (hexamethylphosphoric cid triamide). Yields the product [N+](=O)([O-])C1=CC=C(C=NNC=2N=NC(=CC2)N2CCOCC2)C=C1 (4-Nitrobenzylidene-(6-morpholino-3-pyridazinyl)-hydrazine). The yield is 85.3%. RXN SMILES: [N+:1]([C:4]1[CH:19]=[CH:18][C:7]([CH:8]=[N:9][NH:10][C:11]2[N:12]=[N:13][C:14](Cl)=[CH:15][CH:16]=2)=[CH:6][CH:5]=1)([O-:3])=[O:2].[NH:20]1[CH2:25][CH2:24][O:23][CH2:22][CH2:21]1>CN(C)P(=O)(N(C)C)N(C)C>[N+:1]([C:4]1[CH:19]=[CH:18][C:7]([CH:8]=[N:9][NH:10][C:11]2[N:12]=[N:13][C:14]([N:20]3[CH2:25][CH2:24][O:23][CH2:22][CH2:21]3)=[CH:15][CH:16]=2)=[CH:6][CH:5]=1)([O-:3])=[O:2]. Procedure details: The mixture of 5.55 g (20 mmoles) of 4-nitrobenzylidene-(6-chloro-3-pyridazinyl)-hydrazine [prepared by the process described in Step a:], 7.66 g (88 mmoles) of morpholine and 5.5 ml of hexamethylphosphoric cid triamide is heated at 150° C. for 24 hours. After cooling, the mixture is triturated with 56 ml of water, the precipitate is filtered, washed with cold ethanol and dried to give 5.6 g (85%) of the named compound; m.p. 245° C. (with decomposition). The reactants are [S-]C#N.[K+] (potassium thiocyanate), ClC(=O)OC (methyl chloroformate), C(C)#N (acetonitrile), C(CCC)C1=CC(=C(N)C=C1)[N+](=O)[O-] (4-n-butyl-2-nitroaniline). Solvent: O (water). Conditions: temperature 15 celsius, time 1 hour. The product is COC(=O)NC(=S)NC1=C(C=C(C=C1)CCCC)[N+](=O)[O-] (1-methoxycarbonyl-3-(4-n-butyl-2-nitrophenyl)thiourea). The yield is 76.8%. As a reaction SMILES: [S-:1][C:2]#[N:3].[K+].Cl[C:6]([O:8][CH3:9])=[O:7].C(#N)C.[CH2:13]([C:17]1[CH:23]=[CH:22][C:20]([NH2:21])=[C:19]([N+:24]([O-:26])=[O:25])[CH:18]=1)[CH2:14][CH2:15][CH3:16]>O>[CH3:9][O:8][C:6]([NH:3][C:2]([NH:21][C:20]1[CH:22]=[CH:23][C:17]([CH2:13][CH2:14][CH2:15][CH3:16])=[CH:18][C:19]=1[N+:24]([O-:26])=[O:25])=[S:1])=[O:7] |f:0.1|. Procedure: Dry potassium thiocyanate (42.8 g; 0.44 mole), methyl chloroformate (37.8 g; 0.40 mole) and dry acetonitrile (130 ml) were mixed with stirring at laboratory temperature and stirring was continued for 1 hour at 35°-45° C. The mixture was then cooled in an ice bath to 15° C. and 4-n-butyl-2-nitroaniline (38.8 g; 0.2 mole) was added in portions with stirring during 15 minutes, the temperature of the stirred reaction mixture being maintained between 15° and 18° C. during the addition. When the addit...